This data is from the Open Reaction Database (ORD), a public repository of structured organic reaction records. The task is: describe an organic reaction: reactants, conditions, products, and yield The reactants are C(C)OC(CC(C(C=1SC=CN1)=O)Br)=O (3-bromo-4-oxo-4-thiazol-2-yl-butyric acid ethyl ester), C(=S)N (thioformamide), P12(=S)SP3(=S)SP(=S)(S1)SP(=S)(S2)S3 (P2S5), C(=O)N (formamide). Run in O1CCOCC1 (1,4-dioxane), O1CCOCC1 (1,4-dioxane). The product is C(C)OC(CC1=C(N=CS1)C=1SC=CN1)=O ([2,4′]bithiazolyl-5′-yl-acetic acid ethyl ester). As a reaction SMILES: [CH2:1]([O:3][C:4](=[O:15])[CH2:5][CH:6](Br)[C:7](=O)[C:8]1[S:9][CH:10]=[CH:11][N:12]=1)[CH3:2].[CH:16]([NH2:18])=[S:17].C(N)=O.P12(SP3(SP(SP(S3)(S1)=S)(=S)S2)=S)=S>O1CCOCC1>[CH2:1]([O:3][C:4](=[O:15])[CH2:5][C:6]1[S:17][CH:16]=[N:18][C:7]=1[C:8]1[S:9][CH:10]=[CH:11][N:12]=1)[CH3:2]. Procedure: To a solution of 3-bromo-4-oxo-4-thiazol-2-yl-butyric acid ethyl ester (2.2 g, 7.53 mmol) in 1,4-dioxane (40 mL) is added thioformamide (freshly made from formamide and P2S5 in 1,4-dioxane) (22.59 mmol). The mixture is refluxed overnight. The solvent is removed and NaHCO3 (aq.) (40 mL) and DCM (100 mL) are added to the residue. The organic layer is separated and the aqueous layer is extracted with DCM (2×40 mL). The combined organic layers are dried and solvent removed. The crude is purified by ... Reactants: product, O1CCCC1 (tetrahydrofuran), C[Si](C)(C)[N-][Si](C)(C)C.[K+] (potassium bis(trimethylsilyl)amide), CI (methyl iodide). Run at temperature 0 celsius, time 10 minute. The product is COC[C@@H]1O[C@@H]2C[C@@H]2CC1 ((1R*,3R*,6S*)-3-(Methoxymethyl)oxabicyclo[4.1.0]heptane). As a reaction SMILES: C[Si]([N-][Si](C)(C)C)(C)C.[K+].CI.[O:13]1[CH2:17][CH2:16][CH2:15][CH2:14]1>>[CH3:17][O:13][CH2:14][C@H:15]1[CH2:16][CH2:14][C@@H:15]2[C@@H:17]([CH2:16]2)[O:13]1 |f:0.1|. Procedure: The product (4.63 g) obtained by the reaction in 2) was dissolved in tetrahydrofuran (50 ml), potassium bis(trimethylsilyl)amide (0.5N toluene solution, 80 ml) was added to the solution at −78° C. After stirring at same temperature for 10 minutes, methyl iodide (2.93 ml) was added. After heating the mixture to 0° C., it was stirred for 1 hour, quenched with a saturated aqueous solution of ammonium chloride and then diluted with diethyl ether. An organic layer was separated, washed with saturated... Starting materials: [OH-].[Li+] (lithium hydroxide), COC(COC1=C2C(=C(N(C2=C2C(=C1)CCC2)CC2=C(C=CC=C2)C=2SC(=CC2)Br)C)C(C(=O)N)=O)=O (2-[[3-(2-amino-1,2-dioxoethyl)-2-methyl-1-[2-(5-bromothiophen-2-yl)benzyl]-1,6,7,8-tetrahydrocyclopent[g]indol-4-yl]oxy]acetic acid methyl ester), Cl (hydrochloric acid). Solvent: O (water), O1CCOCC1 (dioxane). Run at time 15 minute. Product: NC(C(=O)C1=C(N(C2=C3C(=CC(=C12)OCC(=O)O)CCC3)CC3=C(C=CC=C3)C=3SC(=CC3)Br)C)=O (2-[[3-(2-amino-1,2-dioxoethyl)-2-methyl-1-[2-(5-bromothiophen-2-yl)benzyl]-1,6,7,8-tetrahydrocyclopent[g]indol-4-yl]oxy]acetic acid). Yield: 51.2%. Reaction SMILES: C[O:2][C:3](=[O:37])[CH2:4][O:5][C:6]1[CH:14]=[C:13]2[CH2:15][CH2:16][CH2:17][C:12]2=[C:11]2[C:7]=1[C:8]([C:32](=[O:36])[C:33]([NH2:35])=[O:34])=[C:9]([CH3:31])[N:10]2[CH2:18][C:19]1[CH:24]=[CH:23][CH:22]=[CH:21][C:20]=1[C:25]1[S:26][C:27]([Br:30])=[CH:28][CH:29]=1.[OH-].[Li+].Cl>O1CCOCC1.O>[NH2:35][C:33](=[O:34])[C:32]([C:8]1[C:7]2[C:11](=[C:12]3[CH2:17][CH2:16][CH2:15][C:13]3=[CH:14][C:6]=2[O:5][CH2:4][C:3]([OH:37])=[O:2])[N:10]([CH2:18][C:19]2[CH:24]=[CH:23][CH:22]=[CH:21][C:20]=2[C:25]2[S:26][C:27]([Br:30])=[CH:28][CH:29]=2)[C:9]=1[CH3:31])=[O:36] |f:1.2|. Procedure details: A mixture of 2-[[3-(2-amino-1,2-dioxoethyl)-2-methyl-1-[2-(5-bromothiophen-2-yl)benzyl]-1,6,7,8-tetrahydrocyclopent[g]indol-4-yl]oxy]acetic acid methyl ester (50 mg, 0.086 mmol) in dioxane (5 mL) was warmed until a clear solution was obtained. This solution was treated with 1M lithium hydroxide solution (1 mL) at room temperature for 90 min. The pH was adjusted to ˜3 with hydrochloric acid. The mixture was diluted with water and stirred for 15 min. The resulting precipitate was collected via vac...